This data is from the Open Reaction Database (ORD), a public repository of structured organic reaction records. The task is: describe an organic reaction: reactants, conditions, products, and yield The reactants are N1=CC=CC=C1 (pyridine), [C@@H]1(C[C@H](O)[C@@H](CO)O1)N1C(=O)NC(=O)C(C)=C1 (thymidine), C1(=CC=CC=C1)P(C1=CC=CC=C1)C1=CC=CC=C1 (triphenylphosphine), II (iodine). Run in O1CCOCC1 (dioxane), CO (methanol). Reaction conditions: temperature 21 celsius, time 7 hour. Product: IC[C@@H]1[C@H](C[C@@H](O1)N1C(=O)NC(=O)C(C)=C1)O (5'-deoxy-5'-iodothymidine). The yield is 57.3%. As a reaction SMILES: [C@@H:1]1([N:9]2[CH:17]=[C:15]([CH3:16])[C:13](=[O:14])[NH:12][C:10]2=[O:11])[O:8][C@H:5]([CH2:6]O)[C@@H:3]([OH:4])[CH2:2]1.N1C=CC=CC=1.C1(P(C2C=CC=CC=2)C2C=CC=CC=2)C=CC=CC=1.[I:43]I>O1CCOCC1.CO>[I:43][CH2:6][C@H:5]1[O:8][C@@H:1]([N:9]2[CH:17]=[C:15]([CH3:16])[C:13](=[O:14])[NH:12][C:10]2=[O:11])[CH2:2][C@@H:3]1[OH:4]. Procedure details: To a suspension of thymidine (0.968 g, 4.0 mM) in dioxane (20 mL) containing pyridine (0.65 mL, 8.0 mM) was added triphenylphosphine (1.57 g, 6.0 mM) and iodine (1.52 g, 6.0 mM). After stirring the mixture for 7 hours at 21° C., methanol (1.0 mL) was added, followed by removal of the solvent by evaporation. A solution of the residue in ethyl acetate (150 mL) was extracted successively with water (30 mL), 10% aqueous sodium thiosulfate solution (30 mL), and brine (30 mL). The ethyl acetate phase ... Reactants: CCCC1CNC(=O)C1, CCN(CC)C(=O)[O-], CC#N, CCCCCCCCCCC=O, c1ccc2[nH]cnc2c1. Yields the product CCCCCCCCCCC(N1CC(CCC)CC1=O)n1cnc2ccccc21. Reaction SMILES: [CH2:1]([CH2:2][CH3:3])[CH:4]1[CH2:5][C:6](=[O:9])[NH:7][CH2:8]1.[CH2:31]([N:32]([CH2:33][CH3:34])[C:35](=[O:36])[O-:37])[CH3:38].[CH3:39][C:40]#[N:41].[CH:10]([CH2:11][CH2:12][CH2:13][CH2:14][CH2:15][CH2:16][CH2:17][CH2:18][CH2:19][CH3:20])=[O:21].[n:22]1[cH:23][nH:24][c:25]2[c:26]1[cH:27][cH:28][cH:29][cH:30]2>>[CH2:1]([CH2:2][CH3:3])[CH:4]1[CH2:5][C:6](=[O:9])[N:7]([CH:10]([CH2:11][CH2:12][CH2:13][CH2:14][CH2:15][CH2:16][CH2:17][CH2:18][CH2:19][CH3:20])[n:22]2[cH:23][n:24][c:25]3[c:26]2[cH:27][cH:28][cH:29][cH:30]3)[CH2:8]1. Reactants: CC(=O)c1ccccc1, Nc1ccccc1Cl, O, c1ccccc1. Product: CC(=Nc1ccccc1Cl)c1ccccc1. As a reaction SMILES: [CH3:1][C:2](=[O:3])[c:4]1[cH:5][cH:6][cH:7][cH:8][cH:9]1.[Cl:10][c:11]1[c:12]([NH2:13])[cH:14][cH:15][cH:16][cH:17]1.[OH2:24].[cH:18]1[cH:19][cH:20][cH:21][cH:22][cH:23]1>>[CH3:1][C:2]([c:4]1[cH:5][cH:6][cH:7][cH:8][cH:9]1)=[N:13][c:12]1[c:11]([Cl:10])[cH:17][cH:16][cH:15][cH:14]1. The reactants are O (water), C(CCCCCCC)C1=CC=C(C=C1)NC(=O)NN (N-(4-octylphenyl)-N′-aminourea), C(C)(=O)O.C(=N)N (Formamidine acetate), C(NN)(=O)NC1=CC=C(C=C1)CCCCCCCC (N-carbazoyl-4-octylaniline). Solvent: CN(C=O)C (N,N-dimethylformamide). Product: C(CCCCCCC)C1=CC=C(C=C1)N1C(NN=C1)=O (4-(4-Octylphenyl)-2,3-dihydro-4H-1,2,4-triazol-3-one). Reaction SMILES: [CH2:1]([C:9]1[CH:14]=[CH:13][C:12]([NH:15][C:16]([NH:18][NH2:19])=[O:17])=[CH:11][CH:10]=1)[CH2:2][CH2:3][CH2:4][CH2:5][CH2:6][CH2:7][CH3:8].[C:20](O)(=O)C.C(N)=N.O>CN(C)C=O>[CH2:1]([C:9]1[CH:10]=[CH:11][C:12]([N:15]2[CH:20]=[N:19][NH:18][C:16]2=[O:17])=[CH:13][CH:14]=1)[CH2:2][CH2:3][CH2:4][CH2:5][CH2:6][CH2:7][CH3:8] |f:1.2|. Procedure details: N-(4-octylphenyl)-N′-aminourea, Formamidine acetate (12.76 g) and N-carbazoyl-4-octylaniline (6.458 g) in N,N-dimethylformamide (19.4 ml) were stirred at 150° C. for 6 hours. The reaction mixture was pulverized with water. The precipitate was collected by filtration and washed with water to give 4-(4-Octylphenyl)-2,3-dihydro-4H-1,2,4-triazol-3-one (4.27 g). Starting materials: COC(=O)[C@H]1NC[C@]2(CN(C(O2)=O)C2=CC(=CC=C2)Cl)C1 ((5S,8S)-methyl-3-(3-chlorophenyl)-2-oxo-1-oxa-3,7-diazaspiro[4.4]nonane-8-carboxylate), C1(CCCC1)OC(=O)N[C@H](C(=O)O)C(C)(C)C ((S)-2-(cyclopentyloxycarbonylamino)-3,3-dimethylbutanoic acid). Product: COC(=O)[C@H]1N(C[C@]2(CN(C(O2)=O)C2=CC(=CC=C2)Cl)C1)C([C@H](C(C)(C)C)NC(=O)OC1CCCC1)=O ((5S,8S)-methyl-3-(3-chlorophenyl)-7-((S)-2-(cyclopentyloxycarbonylamino)-3,3-dimethylbutanoyl)-2-oxo-1-oxa-3,7-diazaspiro[4.4]nonane-8-carboxylate). Yield: 42.3%. RXN SMILES: [CH3:1][O:2][C:3]([C@@H:5]1[CH2:21][C@:8]2([O:12][C:11](=[O:13])[N:10]([C:14]3[CH:19]=[CH:18][CH:17]=[C:16]([Cl:20])[CH:15]=3)[CH2:9]2)[CH2:7][NH:6]1)=[O:4].[CH:22]1([O:27][C:28]([NH:30][C@@H:31]([C:35]([CH3:38])([CH3:37])[CH3:36])[C:32](O)=[O:33])=[O:29])[CH2:26][CH2:25][CH2:24][CH2:23]1>>[CH3:1][O:2][C:3]([C@@H:5]1[CH2:21][C@:8]2([O:12][C:11](=[O:13])[N:10]([C:14]3[CH:19]=[CH:18][CH:17]=[C:16]([Cl:20])[CH:15]=3)[CH2:9]2)[CH2:7][N:6]1[C:32](=[O:33])[C@@H:31]([NH:30][C:28]([O:27][CH:22]1[CH2:26][CH2:25][CH2:24][CH2:23]1)=[O:29])[C:35]([CH3:38])([CH3:37])[CH3:36])=[O:4]. Procedure: Following the same procedure as Example 1 step G using (5S,8S)-methyl-3-(3-chlorophenyl)-2-oxo-1-oxa-3,7-diazaspiro[4.4]nonane-8-carboxylate (30 mg, 97 μmol) and (S)-2-(cyclopentyloxycarbonylamino)-3,3-dimethylbutanoic acid (28 mg, 116 μmol, 1.2 eq.) gave 22 mg (41 μmol) of (5S,8S)-methyl-3-(3-chlorophenyl)-7-((S)-2-(cyclopentyloxycarbonylamino)-3,3-dimethylbutanoyl)-2-oxo-1-oxa-3,7-diazaspiro[4.4]nonane-8-carboxylate (C3). 1H NMR (300 MHz, CDCl3) 7.35-6.8 (m, 4H), 5.21-5.06 (m, 1H), 4.86 (m, 1H... Reactants: [Br-], [Li]CCCC, CCC[P+](c1ccccc1)(c1ccccc1)c1ccccc1, CCOCC, C#CCOc1cc(C=O)cc(Cl)c1OCC#C. Yields the product C#CCOc1cc(C=CCC)cc(Cl)c1OCC#C. As a reaction SMILES: [Br-:1].[CH2:24]([Li:25])[CH2:26][CH2:27][CH3:28].[CH2:2]([CH2:3][CH3:4])[P+:5]([c:6]1[cH:7][cH:8][cH:9][cH:10][cH:11]1)([c:12]1[cH:13][cH:14][cH:15][cH:16][cH:17]1)[c:18]1[cH:19][cH:20][cH:21][cH:22][cH:23]1.[CH3:46][CH2:47][O:48][CH2:49][CH3:50].[Cl:29][c:30]1[cH:31][c:32]([CH:33]=[O:34])[cH:35][c:36]([O:42][CH2:43][C:44]#[CH:45])[c:37]1[O:38][CH2:39][C:40]#[CH:41]>>[CH:2]([CH2:3][CH3:4])=[CH:33][c:32]1[cH:31][c:30]([Cl:29])[c:37]([O:38][CH2:39][C:40]#[CH:41])[c:36]([O:42][CH2:43][C:44]#[CH:45])[cH:35]1.